This data is from the Open Reaction Database (ORD), a public repository of structured organic reaction records. The task is: describe an organic reaction: reactants, conditions, products, and yield Reactants: N([C@@H](COC(C)(C)C)C(=O)O)C(=O)OC(C)(C)C (Boc-Ser(But)-OH), C1(CCCCC1)N=C=NC1CCCCC1 (dicyclohexylcarbodiimide), ON1N=NC2=C1C=CC=C2 (1-hydroxybenzotriazole), N[C@@H](CC1=CC=C(C=C1)O)C(=O)OC.Cl (H-Tyr-OMe hydrochloride), C(C)N1CCOCC1 (N-ethylmorpholine). The solvent is CN(C=O)C (dimethylformamide), CN(C=O)C (dimethylformamide). Conditions: time 60 minute. Yields the product N([C@@H](COC(C)(C)C)C(=O)N[C@@H](CC1=CC=C(C=C1)O)C(=O)OC)C(=O)OC(C)(C)C (Boc-Ser(But)-Tyr-OMe). Yield: 89.4%. Reaction SMILES: [NH:1]([C:12]([O:14][C:15]([CH3:18])([CH3:17])[CH3:16])=[O:13])[C@H:2]([C:9]([OH:11])=O)[CH2:3][O:4][C:5]([CH3:8])([CH3:7])[CH3:6].C1(N=C=NC2CCCCC2)CCCCC1.ON1C2C=CC=CC=2N=N1.[NH2:44][C@H:45]([C:54]([O:56][CH3:57])=[O:55])[CH2:46][C:47]1[CH:52]=[CH:51][C:50]([OH:53])=[CH:49][CH:48]=1.Cl.C(N1CCOCC1)C>CN(C)C=O>[NH:1]([C:12]([O:14][C:15]([CH3:18])([CH3:17])[CH3:16])=[O:13])[C@H:2]([C:9]([NH:44][C@H:45]([C:54]([O:56][CH3:57])=[O:55])[CH2:46][C:47]1[CH:48]=[CH:49][C:50]([OH:53])=[CH:51][CH:52]=1)=[O:11])[CH2:3][O:4][C:5]([CH3:6])([CH3:7])[CH3:8] |f:3.4|. Procedure: A mixture of Boc-Ser(But)-OH (26 g), dicyclohexylcarbodiimide (28.3 g) and 1-hydroxybenzotriazole (18.6 g) in dimethylformamide (200 ml) was stirred at ice-bath temperature for 60 min and at room temperature for 60 min. A solution of H-Tyr-OMe hydrochloride (23.6 g) and N-ethylmorpholine (14.36 ml) in dimethylformamide (160 ml) was added to the above mixture. The resulting mixture was stirred at room temperature overnight and filtered. The filtrate was evaporated and the residue was dissolved in... Reactants: C(=O)NC(C(C=C(C)C)(C)S)C(=O)O (N-formyl-isopropylidene-D,L-penicillamine), C[C@@H]([C@@H](C1=CC=CC=C1)O)N (1-norephedrine). Solvent: CC(=O)C (acetone). Yields the product N[C@H](C(C)(C)S)C(=O)O (D-penicillamine). As a reaction SMILES: C([NH:3][CH:4]([C:12]([OH:14])=[O:13])[C:5]([SH:11])([CH3:10])[CH:6]=C(C)C)=O.C[C@H](N)[C@H](O)C1C=CC=CC=1>CC(C)=O>[NH2:3][C@@H:4]([C:12]([OH:14])=[O:13])[C:5]([SH:11])([CH3:10])[CH3:6]. Procedure details: The procedure of Example 1 was followed, however, using 21.8 grams (0.1 mole) of N-formyl-isopropylidene-D,L-penicillamine and 15.1 grams (0.1 mole) of 1-norephedrine and using 150 ml of acetone as the solvent. There were obtained 28.5 grams (equal to 78%) of the adduct (1) having a melting point of 200°-204°C. and [α]D20 + 31°. Starting materials: C1CCOC1, CO, Cc1ccc(C(=O)NC2CC2)cc1-c1cc2cnc(S(C)(=O)=O)nc2n(C)c1=O, NC1CCOCC1. The product is Cc1ccc(C(=O)NC2CC2)cc1-c1cc2cnc(NC3CCOCC3)nc2n(C)c1=O. Reaction SMILES: [CH2:39]1[O:40][CH2:41][CH2:42][CH2:43]1.[CH3:37][OH:38].[CH:8]1([NH:11][C:12]([c:13]2[cH:14][c:15](-[c:20]3[cH:21][c:22]4[c:23]([n:24][c:25]([S:28]([CH3:29])(=[O:30])=[O:31])[n:26][cH:27]4)[n:32]([CH3:35])[c:33]3=[O:34])[c:16]([CH3:19])[cH:17][cH:18]2)=[O:36])[CH2:9][CH2:10]1.[NH2:1][CH:2]1[CH2:3][CH2:4][O:5][CH2:6][CH2:7]1>>[NH:1]([CH:2]1[CH2:3][CH2:4][O:5][CH2:6][CH2:7]1)[c:25]1[n:24][c:23]2[c:22]([cH:21][c:20](-[c:15]3[cH:14][c:13]([C:12]([NH:11][CH:8]4[CH2:9][CH2:10]4)=[O:36])[cH:18][cH:17][c:16]3[CH3:19])[c:33](=[O:34])[n:32]2[CH3:35])[cH:27][n:26]1. Starting materials: C(C1=CC=CC=C1)(=O)N1CC(CC1)(CCS(=O)(=O)C)C1=CC(=C(C=C1)OC)OC (1-benzoyl-3-(3,4-dimethoxy-phenyl)-3-(2-methanesulfonyl-ethyl)-pyrrolidine), C(C)(=O)OCC.CO (ethyl acetate methanol), S1C(=NC2=C1C=CC=C2)C2CCNCC2 (4-(benzothiazol-2-yl)-piperidine), C([O-])(O)=O.[Na+] (sodium bicarbonate). Solvent: O1CCCC1.O (tetrahydrofuran water), ClCCl (dichloromethane). Conditions: time 48 hour. Product: C(C1=CC=CC=C1)(=O)N1CC(CC1)(C1=CC(=C(C=C1)OC)OC)CCN1CCC(CC1)C=1SC2=C(N1)C=CC=C2 (1-Benzoyl-3-[2-[4-(benzothiazol-2-yl)-piperidin-1-yl]-ethyl]-3-(3,4-dimethoxy-phenyl)-pyrrolidine). Reaction SMILES: [C:1]([N:9]1[CH2:13][CH2:12][C:11]([C:20]2[CH:25]=[CH:24][C:23]([O:26][CH3:27])=[C:22]([O:28][CH3:29])[CH:21]=2)([CH2:14][CH2:15]S(C)(=O)=O)[CH2:10]1)(=[O:8])[C:2]1[CH:7]=[CH:6][CH:5]=[CH:4][CH:3]=1.[S:30]1[C:34]2[CH:35]=[CH:36][CH:37]=[CH:38][C:33]=2[N:32]=[C:31]1[CH:39]1[CH2:44][CH2:43][NH:42][CH2:41][CH2:40]1.C(=O)(O)[O-].[Na+].C(OCC)(=O)C.CO>O1CCCC1.O.ClCCl>[C:1]([N:9]1[CH2:13][CH2:12][C:11]([CH2:14][CH2:15][N:42]2[CH2:43][CH2:44][CH:39]([C:31]3[S:30][C:34]4[CH:35]=[CH:36][CH:37]=[CH:38][C:33]=4[N:32]=3)[CH2:40][CH2:41]2)([C:20]2[CH:25]=[CH:24][C:23]([O:26][CH3:27])=[C:22]([O:28][CH3:29])[CH:21]=2)[CH2:10]1)(=[O:8])[C:2]1[CH:3]=[CH:4][CH:5]=[CH:6][CH:7]=1 |f:2.3,4.5,6.7|. Procedure: Combine 1-benzoyl-3-(3,4-dimethoxy-phenyl)-3-(2-methanesulfonyl-ethyl)-pyrrolidine (0.63 g, 1.45 mmol) and 4-(benzothiazol-2-yl)-piperidine (0.35 g, 1.60 mmol), and sodium bicarbonate (0.24 g, 2.9 mmol) in tetrahydrofuran/water (15/4) (30 mL). Heat to reflux. After 48 hours, cool to ambient temperature and evaporate in vacuo to obtain a residue. Partition the residue between dichloromethane and 5% sodium bicarbonate solution. Dry the organic layer over Na2SO4, filter, and concentrate in vacuo to... Starting materials: COc1cc(C2(O)CCN(C(=O)OC(C)(C)C)CC2)ccc1N, CN(c1ccccc1-c1ccc2cnc(OS(=O)(=O)C(F)(F)F)nn12)S(C)(=O)=O, COCC(C)O, CCN(C(C)C)C(C)C. Product: COc1cc(C2(O)CCN(C(=O)OC(C)(C)C)CC2)ccc1Nc1ncc2ccc(-c3ccccc3N(C)S(C)(=O)=O)n2n1. RXN SMILES: [C:1]([CH3:2])([CH3:3])([CH3:4])[O:5][C:6](=[O:7])[N:8]1[CH2:9][CH2:10][C:11]([OH:14])([c:15]2[cH:16][c:17]([O:22][CH3:23])[c:18]([NH2:21])[cH:19][cH:20]2)[CH2:12][CH2:13]1.[CH3:24][S:25](=[O:26])(=[O:27])[N:28]([c:29]1[c:30](-[c:35]2[cH:36][cH:37][c:38]3[cH:39][n:40][c:41]([O:44][S:45]([C:46]([F:47])([F:48])[F:49])(=[O:50])=[O:51])[n:42][n:43]23)[cH:31][cH:32][cH:33][cH:34]1)[CH3:52].[CH3:62][O:63][CH2:64][CH:65]([OH:66])[CH3:67].[CH:53]([N:54]([CH2:55][CH3:56])[CH:57]([CH3:58])[CH3:59])([CH3:60])[CH3:61]>>[C:1]([CH3:2])([CH3:3])([CH3:4])[O:5][C:6](=[O:7])[N:8]1[CH2:9][CH2:10][C:11]([OH:14])([c:15]2[cH:16][c:17]([O:22][CH3:23])[c:18]([NH:21][c:41]3[n:40][cH:39][c:38]4[cH:37][cH:36][c:35](-[c:30]5[c:29]([N:28]([S:25]([CH3:24])(=[O:26])=[O:27])[CH3:52])[cH:34][cH:33][cH:32][cH:31]5)[n:43]4[n:42]3)[cH:19][cH:20]2)[CH2:12][CH2:13]1. The reactants are COc1ccc(C(=O)O)cc1OCCc1ccc(Cl)cc1Cl, CN(C)C=O, c1ccc(CN2CCNCC2)nc1. Yields the product COc1ccc(C(=O)N2CCN(Cc3ccccn3)CC2)cc1OCCc1ccc(Cl)cc1Cl. Reaction SMILES: [Cl:1][c:2]1[c:3]([CH2:9][CH2:10][O:11][c:12]2[cH:13][c:14]([C:15](=[O:16])[OH:17])[cH:18][cH:19][c:20]2[O:21][CH3:22])[cH:4][cH:5][c:6]([Cl:8])[cH:7]1.[O:36]=[CH:37][N:38]([CH3:39])[CH3:40].[n:23]1[c:24]([CH2:29][N:30]2[CH2:31][CH2:32][NH:33][CH2:34][CH2:35]2)[cH:25][cH:26][cH:27][cH:28]1>>[Cl:1][c:2]1[c:3]([CH2:9][CH2:10][O:11][c:12]2[cH:13][c:14]([C:15](=[O:17])[N:33]3[CH2:32][CH2:31][N:30]([CH2:29][c:24]4[n:23][cH:28][cH:27][cH:26][cH:25]4)[CH2:35][CH2:34]3)[cH:18][cH:19][c:20]2[O:21][CH3:22])[cH:4][cH:5][c:6]([Cl:8])[cH:7]1. Product: OC1=CC=CC=2CN(CCOC21)C(=O)OC(C)(C)C (1,1-Dimethylethyl 9-hydroxy-2,3-dihydro-1,4-benzoxazepine-4(5H)-carboxylate). Run in C(C)O (ethanol). Yield: 100.0%. As a reaction SMILES: C1(C[O:8][C:9]2[C:19]3[O:18][CH2:17][CH2:16][N:15]([C:20]([O:22][C:23]([CH3:26])([CH3:25])[CH3:24])=[O:21])[CH2:14][C:13]=3[CH:12]=[CH:11][CH:10]=2)C=CC=CC=1>C(O)C.[Pd]>[OH:8][C:9]1[C:19]2[O:18][CH2:17][CH2:16][N:15]([C:20]([O:22][C:23]([CH3:26])([CH3:25])[CH3:24])=[O:21])[CH2:14][C:13]=2[CH:12]=[CH:11][CH:10]=1. Procedure details: A solution of 1,1-dimethylethyl 9-[(phenylmethyl)oxy]-2,3-dihydro-1,4-benzoxazepine-4(5H)-carboxylate (Preparation 61) (8.25 g, 23.21 mmol) in ethanol (100 ml) was hydrogenated with 10% palladium on carbon (0.825 g, 7.75 mmol) for 18 hours, filtered and evaporated to give 6.16 g of white solid. MS (ES−): C21H25NO4 requires 265; found 264 [M−H+]. The reagents and catalysts are [Pd] (palladium on carbon). The reactants are C1(=CC=CC=C1)COC1=CC=CC=2CN(CCOC21)C(=O)OC(C)(C)C (1,1-dimethylethyl 9-[(phenylmethyl)oxy]-2,3-dihydro-1,4-benzoxazepine-4(5H)-carboxylate). Yields the product CN1C(=O)CCC2(C)c3ccc(-c4cc(C(F)(F)F)ccc4Cl)cc3CCC12. Reaction SMILES: [CH2:39]1[O:40][CH2:41][CH2:42][CH2:43]1.[CH3:1][N:2]1[C:3](=[O:18])[CH2:4][CH2:5][C:6]2([CH3:17])[c:7]3[c:8]([cH:12][c:13]([Br:16])[cH:14][cH:15]3)[CH2:9][CH2:10][CH:11]12.[CH:44]([Cl:45])([Cl:46])[Cl:47].[Cl:19][c:20]1[c:21]([B:30]([OH:31])[OH:32])[cH:22][c:23]([C:26]([F:27])([F:28])[F:29])[cH:24][cH:25]1.[Na+:33].[Na+:34].[O-:35][C:36](=[O:37])[O-:38].[Pd:48].[c:106]1([P:107]([c:108]2[cH:109][cH:110][cH:111][cH:112][cH:113]2)[c:114]2[cH:115][cH:116][cH:117][cH:118][cH:119]2)[cH:120][cH:121][cH:122][cH:123][cH:124]1.[c:49]1([P:50]([c:51]2[cH:52][cH:53][cH:54][cH:55][cH:56]2)[c:57]2[cH:58][cH:59][cH:60][cH:61][cH:62]2)[cH:63][cH:64][cH:65][cH:66][cH:67]1.[c:68]1([P:69]([c:70]2[cH:71][cH:72][cH:73][cH:74][cH:75]2)[c:76]2[cH:77][cH:78][cH:79][cH:80][cH:81]2)[cH:82][cH:83][cH:84][cH:85][cH:86]1.[c:87]1([P:88]([c:89]2[cH:90][cH:91][cH:92][cH:93][cH:94]2)[c:95]2[cH:96][cH:97][cH:98][cH:99][cH:100]2)[cH:101][cH:102][cH:103][cH:104][cH:105]1>>[CH3:1][N:2]1[C:3](=[O:18])[CH2:4][CH2:5][C:6]2([CH3:17])[c:7]3[c:8]([cH:12][c:13](-[c:21]4[c:20]([Cl:19])[cH:25][cH:24][c:23]([C:26]([F:27])([F:28])[F:29])[cH:22]4)[cH:14][cH:15]3)[CH2:9][CH2:10][CH:11]12. Starting materials: C1CCOC1, CN1C(=O)CCC2(C)c3ccc(Br)cc3CCC12, ClC(Cl)Cl, OB(O)c1cc(C(F)(F)F)ccc1Cl, [Na+], [Na+], O=C([O-])[O-], [Pd], c1ccc(P(c2ccccc2)c2ccccc2)cc1, c1ccc(P(c2ccccc2)c2ccccc2)cc1, c1ccc(P(c2ccccc2)c2ccccc2)cc1, c1ccc(P(c2ccccc2)c2ccccc2)cc1. The reactants are C([O-])([O-])=O.[Na+].[Na+] (sodium carbonate), ClC=1C=C2C(=CNC2=CC1)CCNC(C1=CC=C(C=C1)I)=O (N-(2-(5-chloro-1H-indol-3-yl)ethyl)-4-iodobenzamide), FC(C1=CC=C(C=C1)B(O)O)(F)F (4-(trifluoromethyl)phenylboronic acid). Reagents/catalysts: C=1C=CC(=CC1)[P](C=2C=CC=CC2)(C=3C=CC=CC3)[Pd]([P](C=4C=CC=CC4)(C=5C=CC=CC5)C=6C=CC=CC6)([P](C=7C=CC=CC7)(C=8C=CC=CC8)C=9C=CC=CC9)[P](C=1C=CC=CC1)(C=1C=CC=CC1)C=1C=CC=CC1 (tetrakis(triphenylphosphine)palladium). Run in C(OC)COC (dimethoxyethane), O (water). Yields the product eluent, ClC=1C=C2C(=CNC2=CC1)CCNC(=O)C1=CC=C(C=C1)C1=CC=C(C=C1)C(F)(F)F (N-(2-(5-chloro-1H-indol-3-yl)ethyl)-4′-(trifluoromethyl)biphenyl-4-carboxamide). Yield: 48.8%. Reaction SMILES: [Cl:1][C:2]1[CH:3]=[C:4]2[C:8](=[CH:9][CH:10]=1)[NH:7][CH:6]=[C:5]2[CH2:11][CH2:12][NH:13][C:14](=[O:22])[C:15]1[CH:20]=[CH:19][C:18](I)=[CH:17][CH:16]=1.[F:23][C:24]([F:35])([F:34])[C:25]1[CH:30]=[CH:29][C:28](B(O)O)=[CH:27][CH:26]=1.C(=O)([O-])[O-].[Na+].[Na+]>C(COC)OC.O.C1C=CC([P]([Pd]([P](C2C=CC=CC=2)(C2C=CC=CC=2)C2C=CC=CC=2)([P](C2C=CC=CC=2)(C2C=CC=CC=2)C2C=CC=CC=2)[P](C2C=CC=CC=2)(C2C=CC=CC=2)C2C=CC=CC=2)(C2C=CC=CC=2)C2C=CC=CC=2)=CC=1>[Cl:1][C:2]1[CH:3]=[C:4]2[C:8](=[CH:9][CH:10]=1)[NH:7][CH:6]=[C:5]2[CH2:11][CH2:12][NH:13][C:14]([C:15]1[CH:20]=[CH:19][C:18]([C:28]2[CH:29]=[CH:30][C:25]([C:24]([F:35])([F:34])[F:23])=[CH:26][CH:27]=2)=[CH:17][CH:16]=1)=[O:22] |f:2.3.4,^1:52,54,73,92|. Procedure details: N-(2-(5-chloro-1H-indol-3-yl)ethyl)-4′-(trifluoromethyl)biphenyl-4-carboxamide was prepared according to method B with N-(2-(5-chloro-1H-indol-3-yl)ethyl)-4-iodobenzamide (0.075 g; 0.176 mmol), 4-(trifluoromethyl)phenylboronic acid (0.035 g; 0.180 mmol), tetrakis(triphenylphosphine)palladium (0.010 g; 0.009 mmol), sodium carbonate (0.037 g; 0.353 mmol), in dimethoxyethane (3 mL) and water (1 mL), irradiated in a microwave oven at 130° C. for 15 minutes. Flash chromatography on silica gel (eluent...